From a dataset of the Open Reaction Database (ORD), a public repository of structured organic reaction records. describe an organic reaction: reactants, conditions, products, and yield Reactants: ClC=1C=C(C(=C2CC(CC12)(C)C)C)C (7-chloro-2,2,4,5-tetramethylindane), COC(Cl)Cl (α,α-dichloromethyl methyl ether), TiCl2. Solvent: ClCCl (dichloromethane). Conditions: time 2 hour. The product is ClC=1C(=C(C(=C2CC(CC12)(C)C)C)C)C=O (7-Chloro-2,2,4,5-tetramethylindan-6-carboxaldehyde). Isolated yield 76.6%. As a reaction SMILES: [Cl:1][C:2]1[CH:3]=[C:4]([CH3:14])[C:5]([CH3:13])=[C:6]2[C:10]=1[CH2:9][C:8]([CH3:12])([CH3:11])[CH2:7]2.[CH3:15][O:16]C(Cl)Cl>ClCCl>[Cl:1][C:2]1[C:3]([CH:15]=[O:16])=[C:4]([CH3:14])[C:5]([CH3:13])=[C:6]2[C:10]=1[CH2:9][C:8]([CH3:11])([CH3:12])[CH2:7]2. Procedure: To a solution of 17.0 g of the 7-chloro-2,2,4,5-tetramethylindane in 100 ml of dry dichloromethane was continuously added 18.5 ml of α,α-dichloromethyl methyl ether and 11 ml of TiCl2 at 0° C. The reaction mixture was stirred at room temperature for 2 hours, quenched with 200 ml of water, and separated the organic layer. The aqueous layer was extracted with dichloromethane. The combined organic layer was dried over magnesium sulfate, filtered and evaporated under reduced pressure. The residue wa... Starting materials: C(C)(=O)OC(C(C)C)C1=CC(=C(C=C1)C(CCCC)OC1=CC=C(C(=O)C=2C(=CN3C=CC=CC23)CCCC(=O)OCC)C=C1)F (ethyl 4-[1-[4-[1-[4-(1-acetoxy-2-methylpropyl)-2-fluorophenyl]pentyloxy]benzoyl]indolizin-yl]butyrate), aqueous solution, [OH-].[Na+] (sodium hydroxide), C(C)O (ethanol), C(C)(=O)OCC (ethyl acetate), Cl (hydrochloric acid). Run in O1CCOCC1 (1,4-dioxane). Run at time 1 hour. Product: FC1=C(C=CC(=C1)C(C(C)C)O)C(CCCC)OC1=CC=C(C(=O)C=2C=C(N3C=CC=CC23)CCCC(=O)O)C=C1 (4-[1-[4-[1-[2-fluoro-4-(1-hydroxyl-2-methylpropyl)phenyl]-pentyloxy]benzoyl]indolizin-3-yl]butyric acid). Reaction SMILES: C([O:4][CH:5]([C:9]1[CH:14]=[CH:13][C:12]([CH:15]([O:20][C:21]2[CH:45]=[CH:44][C:24]([C:25]([C:27]3[C:28](CCCC(OCC)=O)=[CH:29][N:30]4[C:35]=3[CH:34]=[CH:33][CH:32]=[CH:31]4)=[O:26])=[CH:23][CH:22]=2)[CH2:16][CH2:17][CH2:18][CH3:19])=[C:11]([F:46])[CH:10]=1)[CH:6]([CH3:8])[CH3:7])(=O)C.[OH-].[Na+].[C:49]([O:52]CC)(=[O:51])[CH3:50].Cl.[CH2:56](O)[CH3:57]>O1CCOCC1>[F:46][C:11]1[CH:10]=[C:9]([CH:5]([OH:4])[CH:6]([CH3:7])[CH3:8])[CH:14]=[CH:13][C:12]=1[CH:15]([O:20][C:21]1[CH:45]=[CH:44][C:24]([C:25]([C:27]2[CH:28]=[C:29]([CH2:56][CH2:57][CH2:50][C:49]([OH:52])=[O:51])[N:30]3[C:35]=2[CH:34]=[CH:33][CH:32]=[CH:31]3)=[O:26])=[CH:23][CH:22]=1)[CH2:16][CH2:17][CH2:18][CH3:19] |f:1.2|. Procedure: To a solution of ethyl 4-[1-[4-[1-[4-(1-acetoxy-2-methylpropyl)-2-fluorophenyl]pentyloxy]benzoyl]indolizin-yl]butyrate (300 mg) in ethanol (3 ml) and 1,4-dioxane (3 ml) was added 1N aqueous solution of sodium hydroxide (1.5 ml). The mixture was stirred at room temperature for 1 hour, and then poured into a mixture of ethyl acetate and 0.5N hydrochloric acid. The organic layer was separated, washed with water and brine, dried over magnesium sulfate and concentrated. The residue was chromatographe... The reactants are BrC1=CC(=CC=C1)OCC(CC)CC (1-bromo-3-(2-ethylbutoxy)benzene), C(Cl)[C@H]1CO1 ((R)-(−)-epichlorohydrin). Product: ClC[C@H](CC1=CC(=CC=C1)OCC(CC)CC)O ((S)-1-chloro-3-(3-(2-ethylbutoxy)phenyl)propan-2-ol). RXN SMILES: Br[C:2]1[CH:7]=[CH:6][CH:5]=[C:4]([O:8][CH2:9][CH:10]([CH2:13][CH3:14])[CH2:11][CH3:12])[CH:3]=1.[CH2:15]([C@@H:17]1[O:19][CH2:18]1)[Cl:16]>>[Cl:16][CH2:15][C@@H:17]([OH:19])[CH2:18][C:2]1[CH:7]=[CH:6][CH:5]=[C:4]([O:8][CH2:9][CH:10]([CH2:13][CH3:14])[CH2:11][CH3:12])[CH:3]=1. Procedure: Metallation of 1-bromo-3-(2-ethylbutoxy)benzene followed by addition to (R)-(−)-epichlorohydrin gave (S)-1-chloro-3-(3-(2-ethylbutoxy)phenyl)propan-2-ol. Yield (1.57 g, 60%): 1H NMR (400 MHz, DMSO-d6) δ 7.14 (t, J=7.8 Hz, 1H), 6.78-6.73 (m, 3H), 5.13 (d, J=5.2 Hz, 1H), 3.88-3.83 (m, 1H), 3.80 (d, J=6.0 Hz, 2H), 3.52 (dd, J=10.8, 4.6 Hz, 1H), 3.43 (dd, J=11.0, 5.8 Hz, 1H), 2.74 (dd, J=13.8, 5.0 Hz, 1H), 2.62 (dd, J=13.6, 7.6 Hz, 1H), 1.61-1.55 (m, 1H), 1.47-1.31 (m, 4H), 0.86 (t, J=7.2 Hz, 6H). Reactants: [Cl-].[NH4+] (ammonium chloride), FC=1C=NC=CC1 (3-fluoropyridine), solution, C(C)(C)[N-]C(C)C.[Li+] (lithiumdiisopropylamide), C(C)=O (acetaldehyde). Solvent: O (water), C1CCOC1 (THF), CCCCCCC (n-heptane), C1CCOC1 (THF), C(C)C1=CC=CC=C1 (ethylbenzene), C1CCOC1 (THF). Conditions: temperature -78 celsius, time 1.5 hour. The product is FC=1C=NC=CC1C(C)O (1-(3-fluoropyridin-4-yl)ethanol). Yield: 76.6%. RXN SMILES: [F:1][C:2]1[CH:3]=[N:4][CH:5]=[CH:6][CH:7]=1.C([N-]C(C)C)(C)C.[Li+].[CH:16](=[O:18])[CH3:17].[Cl-].[NH4+]>C1COCC1.CCCCCCC.C(C1C=CC=CC=1)C.O>[F:1][C:2]1[CH:3]=[N:4][CH:5]=[CH:6][C:7]=1[CH:16]([OH:18])[CH3:17] |f:1.2,4.5|. Procedure: Into a stirred solution of 3-fluoropyridine (14 g, 144.2 mmol) in anhydrous THF (150 mL), cooled to −78° C. and under argon, 79.2 mL (158.6 mmol) of a 2N solution of lithiumdiisopropylamide (LDA) in n-heptane, THF, ethylbenzene, were slowly dropped in about 1 h. After stirring for 2.5 h a cooled solution (ca. 0° C.) of acetaldehyde (8.9 mL, 158.5 mmol) in 25 mL of anhydrous THF was slowly dropped and the reaction mixture was stirred at −78° C. for 1.5 h. The solution was warmed to −30° C. and a ... Reactants: S(=O)(=O)(OC)OC (dimethyl sulfate), S(=O)(=O)(OC)OC (dimethyl sulfate), FC1=C(C=CC(=C1)F)N1NC=2[C@@]3(CC[C@H](C2C1=O)C3(C)C)C ((4S,7R)-2-(2,4-difluoro-phenyl)-7,8,8-trimethyl-1,2,4,5,6,7-hexahydro-4,7-methano-indazol-3-one), FC1=C(C=CC(=C1)F)N1NC=2[C@@]3(CC[C@H](C2C1=O)C3(C)C)C ((4S,7R)-2-(2,4-difluoro-phenyl)-7,8,8-trimethyl-1,2,4,5,6,7-hexahydro-4,7-methano-indazol-3-one). The solvent is [OH-].[Na+] (NaOH), [OH-].[Na+] (NaOH). Product: FC1=C(C=CC(=C1)F)N1N(C=2[C@@]3(CC[C@H](C2C1=O)C3(C)C)C)C ((4S,7R)-2-(2,4-difluoro-phenyl)-1,7,8,8-tetramethyl-1,2,4,5,6,7-hexahydro-4,7-methano-indazol-3-one). Isolated yield 10.6%. As a reaction SMILES: S(OC)(O[CH3:5])(=O)=O.[F:8][C:9]1[CH:14]=[C:13]([F:15])[CH:12]=[CH:11][C:10]=1[N:16]1[C:24](=[O:25])[C:23]2[C@@H:22]3[C:26]([CH3:28])([CH3:27])[C@@:19]([CH3:29])([CH2:20][CH2:21]3)[C:18]=2[NH:17]1>[OH-].[Na+]>[F:8][C:9]1[CH:14]=[C:13]([F:15])[CH:12]=[CH:11][C:10]=1[N:16]1[C:24](=[O:25])[C:23]2[C@@H:22]3[C:26]([CH3:28])([CH3:27])[C@@:19]([CH3:29])([CH2:20][CH2:21]3)[C:18]=2[N:17]1[CH3:5] |f:2.3|. Procedure: A mixture of dimethyl sulfate (0.56 mL, 5.9 mmol) and (4S,7R)-2-(2,4-difluoro-phenyl)-7,8,8-trimethyl-1,2,4,5,6,7-hexahydro-4,7-methano-indazol-3-one (Intermediate 14; 1.82 g, 6.0 mmol) in 1 M NaOH (25 mL) was heated at 45 degrees for 4.5 h, then a further portion of dimethyl sulfate (0.56 mL, 5.9 mmol) was added and the reaction was heated at 45 degrees overnight. NaOH was added and the mixture was extracted twice with ethyl acetate. The combined organic layers were evaporated and purified by c... The reactants are 26C, C(C)OC(CC(CCCC)=O)=O (3-oxo-heptanoic acid ethyl ester), 27F, C(C)OC(C(C)(OC1=CC(=CC=C1)NC)C)=O (2-methyl-2-(3-methylamino-phenoxy)-propionic acid ethyl ester), C(CCC)C1=NC(=NC=C1CC(=O)O)C1=CC=C(C=C1)C(F)(F)F ([4-butyl-2-(4-trifluoromethyl-phenyl)-pyrimidin-5-yl]-acetic acid), 26E. Product: C(C)OC(C(C)(C)OC1=CC(=CC=C1)N(C)C(CC=1C(=NC(=NC1)C1=CC=C(C=C1)C(F)(F)F)CCCC)=O)=O (2-[3-({2-[4-butyl-2-(4-trifluoromethyl-phenyl)-pyrimidin-5-yl]-acetyl}-methyl-amino)-phenoxy]-2-methyl-propionic acid ethyl ester). Reaction SMILES: [CH2:1]([O:3][C:4](=[O:17])[C:5]([CH3:16])([O:7][C:8]1[CH:13]=[CH:12][CH:11]=[C:10]([NH:14][CH3:15])[CH:9]=1)[CH3:6])[CH3:2].[CH2:18]([C:22]1[C:27]([CH2:28][C:29](O)=[O:30])=[CH:26][N:25]=[C:24]([C:32]2[CH:37]=[CH:36][C:35]([C:38]([F:41])([F:40])[F:39])=[CH:34][CH:33]=2)[N:23]=1)[CH2:19][CH2:20][CH3:21].C(OC(=O)CC(=O)CCCC)C>>[CH2:1]([O:3][C:4](=[O:17])[C:5]([O:7][C:8]1[CH:13]=[CH:12][CH:11]=[C:10]([N:14]([C:29](=[O:30])[CH2:28][C:27]2[C:22]([CH2:18][CH2:19][CH2:20][CH3:21])=[N:23][C:24]([C:32]3[CH:33]=[CH:34][C:35]([C:38]([F:40])([F:41])[F:39])=[CH:36][CH:37]=3)=[N:25][CH:26]=2)[CH3:15])[CH:9]=1)([CH3:16])[CH3:6])[CH3:2]. Procedure details: In analogy to the procedures described in example 26B] and 26C], 2-methyl-2-(3-methylamino-phenoxy)-propionic acid ethyl ester (example 26 A]) was reacted with [4-butyl-2-(4-trifluoromethyl-phenyl)-pyrimidin-5-yl]-acetic acid (prepared starting from 3-oxo-heptanoic acid ethyl ester in analogy to the sequences described in examples 27C] to 27F] and examples 26D] and 26E]) to give 2-[3-({2-[4-butyl-2-(4-trifluoromethyl-phenyl)-pyrimidin-5-yl]-acetyl}-methyl-amino)-phenoxy]-2-methyl-propionic acid ...